From a dataset of the Open Reaction Database (ORD), a public repository of structured organic reaction records. describe an organic reaction: reactants, conditions, products, and yield Reactants: CCOC(C)=O, CC=Cc1ccc(-c2ccc(-c3ccc(OCCC)c(F)c3F)cc2)[se]1, Cc1ccccc1. Yields the product CCCOc1ccc(-c2ccc(-c3ccc(CCC)[se]3)cc2)c(F)c1F. As a reaction SMILES: [C:34]([O:35][CH2:36][CH3:37])(=[O:38])[CH3:39].[F:1][c:2]1[c:3](-[c:13]2[cH:14][cH:15][c:16](-[c:19]3[se:20][c:21]([CH:24]=[CH:25][CH3:26])[cH:22][cH:23]3)[cH:17][cH:18]2)[cH:4][cH:5][c:6]([O:9][CH2:10][CH2:11][CH3:12])[c:7]1[F:8].[c:27]1([CH3:28])[cH:29][cH:30][cH:31][cH:32][cH:33]1>>[F:1][c:2]1[c:3](-[c:13]2[cH:14][cH:15][c:16](-[c:19]3[se:20][c:21]([CH2:24][CH2:25][CH3:26])[cH:22][cH:23]3)[cH:17][cH:18]2)[cH:4][cH:5][c:6]([O:9][CH2:10][CH2:11][CH3:12])[c:7]1[F:8]. Starting materials: CN(C)C=O, COc1cc2cc3c(=O)c(C#N)c[nH]c3cc2cc1OCCCl, O=P(Cl)(Cl)Cl. Yields the product COc1cc2cc3c(Cl)c(C#N)cnc3cc2cc1OCCCl. RXN SMILES: [CH3:29][N:30]([CH3:31])[CH:32]=[O:33].[Cl:1][CH2:2][CH2:3][O:4][c:5]1[cH:6][c:7]2[c:8]([cH:9][c:10]3[c:11](=[O:19])[c:12]([C:17]#[N:18])[cH:13][nH:14][c:15]3[cH:16]2)[cH:20][c:21]1[O:22][CH3:23].[P:24]([Cl:25])([Cl:26])([Cl:27])=[O:28]>>[Cl:1][CH2:2][CH2:3][O:4][c:5]1[cH:6][c:7]2[c:8]([cH:9][c:10]3[c:11]([Cl:26])[c:12]([C:17]#[N:18])[cH:13][n:14][c:15]3[cH:16]2)[cH:20][c:21]1[O:22][CH3:23]. Starting materials: acid chloride, FC1=C(C=CC(=C1)C(F)(F)F)NC(C(=O)O)C(C)C (2-(2-fluoro-4-trifluoromethylphenylamino)-3-methylbutanoic acid), FC=1C=C(CC2=C(NC=C2)CO)C=CC1 (3-(3-fluorobenzyl)-pyrrolylmethyl alcohol). Product: FC1=C(C=CC(=C1)C(F)(F)F)NC(C(=O)OCC=1NC=CC1CC1=CC(=CC=C1)F)C(C)C (3-(3-fluorobenzyl)-pyrrolylmethyl 2-(2-fluoro-4-trifluoromethylphenylamino)-3-methylbutanoate). Reaction SMILES: [F:1][C:2]1[CH:7]=[C:6]([C:8]([F:11])([F:10])[F:9])[CH:5]=[CH:4][C:3]=1[NH:12][CH:13]([CH:17]([CH3:19])[CH3:18])[C:14]([OH:16])=[O:15].[F:20][C:21]1[CH:22]=[C:23]([CH:32]=[CH:33][CH:34]=1)[CH2:24][C:25]1[CH:29]=[CH:28][NH:27][C:26]=1[CH2:30]O>>[F:1][C:2]1[CH:7]=[C:6]([C:8]([F:11])([F:10])[F:9])[CH:5]=[CH:4][C:3]=1[NH:12][CH:13]([CH:17]([CH3:19])[CH3:18])[C:14]([O:16][CH2:30][C:26]1[NH:27][CH:28]=[CH:29][C:25]=1[CH2:24][C:23]1[CH:32]=[CH:33][CH:34]=[C:21]([F:20])[CH:22]=1)=[O:15]. Reported procedure: The acid chloride of 2-(2-fluoro-4-trifluoromethylphenylamino)-3-methylbutanoic acid is reacted with 3-(3-fluorobenzyl)-pyrrolylmethyl alcohol using the procedure of Example 1 to give 3-(3-fluorobenzyl)-pyrrolylmethyl 2-(2-fluoro-4-trifluoromethylphenylamino)-3-methylbutanoate. The reactants are ClCCl, CS(=O)(=O)c1cc(F)ccc1CCCO, O=[Cr](=O)([O-])Cl, c1cc[nH+]cc1. The product is CS(=O)(=O)c1cc(F)ccc1CCC=O. RXN SMILES: [Cl:27][CH2:28][Cl:29].[F:1][c:2]1[cH:3][c:4]([S:12](=[O:13])(=[O:14])[CH3:15])[c:5]([CH2:8][CH2:9][CH2:10][OH:11])[cH:6][cH:7]1.[O:16]=[Cr:17]([Cl:18])([O-:19])=[O:20].[nH+:21]1[cH:22][cH:23][cH:24][cH:25][cH:26]1>>[F:1][c:2]1[cH:3][c:4]([S:12](=[O:13])(=[O:14])[CH3:15])[c:5]([CH2:8][CH2:9][CH:10]=[O:11])[cH:6][cH:7]1. The reactants are aqueous solution, C(C=C)(=O)N (acrylamide), 2-trimethylammoniumethylacrylate chloride, C(C)(C)(C)OC(C=C)=O (t-butylacrylate). Run in C(C)(C)O (isopropanol). Reaction conditions: temperature 75 celsius. Product: C(C)(C)(C)OC(C=C)=O.C(C=C)(=O)N (t-Butylacrylate Acrylamide). RXN SMILES: [C:1]([O:5][C:6](=[O:9])[CH:7]=[CH2:8])([CH3:4])([CH3:3])[CH3:2].[C:10]([NH2:14])(=[O:13])[CH:11]=[CH2:12]>C(O)(C)C>[C:1]([O:5][C:6](=[O:9])[CH:7]=[CH2:8])([CH3:4])([CH3:3])[CH3:2].[C:10]([NH2:14])(=[O:13])[CH:11]=[CH2:12] |f:3.4|. Procedure: To a 500 mL round-bottom, three-neck flask fitted with a thermocouple, reflux condenser, and septum was added 150 mL of isopropanol followed by 16.13 g of a 50% aqueous solution of 2-trimethylammoniumethylacrylate chloride, 8.06 g of t-butylacrylate, and 8.06 g of acrylamide. The solution was purged with nitrogen for 1 hour and 0.5 g AIBN was added. The mixture was purged for ˜15 minutes until all of the AIBN dissolved. The solution was heated to 75° C. under nitrogen for 16 hours. The reactants are BrC=1C=NC=CC1N (3-bromopyridin-4-amine), C(=S)(Cl)Cl (thiophosgene). The solvent is CO.C(Cl)Cl (MeOH DCM), C1(=CC=CC=C1)C (toluene), C1(=CC=CC=C1)C (toluene). The product is BrC=1C=NC=CC1N=C=S (3-bromo-4-isothiocyanatopyridine). The yield is 57.0%. RXN SMILES: [Br:1][C:2]1[CH:3]=[N:4][CH:5]=[CH:6][C:7]=1[NH2:8].[C:9](Cl)(Cl)=[S:10]>C1(C)C=CC=CC=1.CO.C(Cl)Cl>[Br:1][C:2]1[CH:3]=[N:4][CH:5]=[CH:6][C:7]=1[N:8]=[C:9]=[S:10] |f:3.4|. Reported procedure: 3-bromopyridin-4-amine (5 g, 28.90 mmol) was suspended in dry toluene (100 mL) and cooled in an ice-bath. A solution of thiophosgene (6.646 g, 4.407 mL, 57.80 mmol) in dry toluene (100 mL) was added dropwise over 25 mins. The resulting orange/red suspension was stirred at reflux overnight. The red suspension was allowed to cool to RT and concentrated under reduced pressure to give a dark brown/red solid. This material was partitioned between saturated NaHCO3 and DCM. The aqueous layer was extrac... Starting materials: CN(CCCOC1=C(C=O)C=C(C=C1)OC)C (2-[3-(Dimethylamino)propoxy]-5-methoxybenzaldehyde), C(CC1=CC=CC=C1)N (phenethylamine). Run in C1(=CC=CC=C1)C (toluene). Product: CN(C)CCCOC1=C(C=C(C=C1)OC)C=NCCC1=CC=CC=C1 (N-[[2-[-(Dimethylamino)propoxy]-5-methoxyphenyl]methylene]benzeneethanamine). Yield: 83.0%. RXN SMILES: [CH3:1][N:2]([CH3:17])[CH2:3][CH2:4][CH2:5][O:6][C:7]1[CH:14]=[CH:13][C:12]([O:15][CH3:16])=[CH:11][C:8]=1[CH:9]=O.[CH2:18]([NH2:26])[CH2:19][C:20]1[CH:25]=[CH:24][CH:23]=[CH:22][CH:21]=1>C1(C)C=CC=CC=1>[CH3:1][N:2]([CH2:3][CH2:4][CH2:5][O:6][C:7]1[CH:14]=[CH:13][C:12]([O:15][CH3:16])=[CH:11][C:8]=1[CH:9]=[N:26][CH2:18][CH2:19][C:20]1[CH:25]=[CH:24][CH:23]=[CH:22][CH:21]=1)[CH3:17]. Procedure: 2-[3-(Dimethylamino)propoxy]-5-methoxybenzaldehyde (33.5 g) and 17.4 g of phenethylamine are reacted in 140 ml of toluene following the procedure described in Example 1B yielding 39.9 g of the title compound, boiling point 197°-202° C. at 0.2-0.3 mm of Hg. Yield: 75.0%. Yields the product C(C1=CC=CC=C1)N(CC1=CC=CC=C1)[C@@H](CCC)[C@@H](CCCCCCCCCCCCCCC)O ((4S,5R)4-(N,N-Dibenzylamino)-5-eicosanol), oil. Starting materials: C(C1=CC=CC=C1)N(CC1=CC=CC=C1)[C@H](C=O)CCC ((S)-2-(N,N-Dibenzylamino)-pentanal), BrCCCCCCCCCCCCCCC (1-bromopentadecane). Reported procedure: According to the method of Example 26, from aldehyde 11 (123 mg, 0.44 mmol) and 1-bromopentadecane (318 mg, 1.09 mmol), alcohol 65 was obtained as a colorless oil (161 mg, 75% yield). RXN SMILES: [CH2:1]([N:8]([C@@H:16]([CH2:19][CH2:20][CH3:21])[CH:17]=[O:18])[CH2:9][C:10]1[CH:15]=[CH:14][CH:13]=[CH:12][CH:11]=1)[C:2]1[CH:7]=[CH:6][CH:5]=[CH:4][CH:3]=1.Br[CH2:23][CH2:24][CH2:25][CH2:26][CH2:27][CH2:28][CH2:29][CH2:30][CH2:31][CH2:32][CH2:33][CH2:34][CH2:35][CH2:36][CH3:37]>>[CH2:9]([N:8]([C@H:16]([C@H:17]([OH:18])[CH2:37][CH2:36][CH2:35][CH2:34][CH2:33][CH2:32][CH2:31][CH2:30][CH2:29][CH2:28][CH2:27][CH2:26][CH2:25][CH2:24][CH3:23])[CH2:19][CH2:20][CH3:21])[CH2:1][C:2]1[CH:7]=[CH:6][CH:5]=[CH:4][CH:3]=1)[C:10]1[CH:15]=[CH:14][CH:13]=[CH:12][CH:11]=1. Starting materials: [H][H] (hydrogen), C(C1=CC=CC=C1)OC(CN(CCCC)C([C@@H](N(S(=O)(=O)C1=CC(=C(C=C1)OC)C1CCCCC1)[N+](=O)[O-])CCCNC(N)=N)=O)=O (nitro-N2 -(3-cyclohexyl-4-methoxyphenylsulfonyl)-L-arginyl-N-butylglycine benzyl ester), C(C)(=O)O (acetic acid), O (water). The reagents and catalysts are [Pd] (palladium-black). The solvent is C(C)O (ethanol). Product: N#N.C1(CCCCC1)C=1C=C(C=CC1OC)S(=O)(=O)N[C@@H](CCCNC(N)=N)C(=O)N(CC(=O)O)CCCC (N2 (3-cyclohexyl-4-methoxyphenylsulfonyl)-L-arginyl-N-butylglycine). The yield is 72.0%. RXN SMILES: C([O:8][C:9](=[O:47])[CH2:10][N:11]([C:16](=[O:46])[C@H:17]([CH2:39][CH2:40][CH2:41][NH:42][C:43](=[NH:45])[NH2:44])[N:18]([N+:36]([O-])=O)[S:19]([C:22]1[CH:27]=[CH:26][C:25]([O:28][CH3:29])=[C:24]([CH:30]2[CH2:35][CH2:34][CH2:33][CH2:32][CH2:31]2)[CH:23]=1)(=[O:21])=[O:20])[CH2:12][CH2:13][CH2:14][CH3:15])C1C=CC=CC=1.C(O)(=O)C.O.[H][H]>C(O)C.[Pd]>[N:18]#[N:36].[CH:30]1([C:24]2[CH:23]=[C:22]([S:19]([NH:18][C@H:17]([C:16]([N:11]([CH2:12][CH2:13][CH2:14][CH3:15])[CH2:10][C:9]([OH:47])=[O:8])=[O:46])[CH2:39][CH2:40][CH2:41][NH:42][C:43](=[NH:44])[NH2:45])(=[O:21])=[O:20])[CH:27]=[CH:26][C:25]=2[O:28][CH3:29])[CH2:35][CH2:34][CH2:33][CH2:32][CH2:31]1 |f:6.7|. Procedure details: To a solution of 3.00 g of NG -nitro-N2 -(3-cyclohexyl-4-methoxyphenylsulfonyl)-L-arginyl-N-butylglycine benzyl ester in 50 ml of ethanol, 10 ml of acetic acid and 10 ml of water was added 0.5 g of palladium-black and then the mixture was shaken in a hydrogen atmosphere for 50 hours at room temperature. At the end of this period, the ethanol solution was filtered to remove the catalyst and evaporated to dryness. The residue was washed several times with dry ethyl ether and chromatographed on 80 ... The reactants are FC(S(=O)(=O)OS(=O)(=O)C(F)(F)F)(F)F (Trifluoromethanesulfonic anhydride), CC1(C(C(CCC1)=O)/C=C/C#CC1=CC=C(C(=O)OCC[Si](C)(C)C)C=C1)C ((trimethylsilyl)ethyl (±)-(E)-4-(4-(2,2-dimethyl-6-oxocyclohexyl)but-3-en-1-ynyl)benzoate), CC1(C(C(CCC1)=O)/C=C/C#CC1=CC=C(C(=O)OCC[Si](C)(C)C)C=C1)C ((trimethylsilyl)ethyl (±)-(E)-4-(4-(2,2-dimethyl-6-oxocyclohexyl)but-3-en-1-ynyl)benzoate), C(C)(C)(C)C1=NC(=CC(=C1)C)C(C)(C)C (2,6-di-tert-butyl-4-methylpyridine). The solvent is ClCCl (dichloromethane), C(C)(=O)OCC (ethyl acetate). Run at time 2 day. Yields the product CC1(CCCC(=C1/C=C/C#CC1=CC=C(C(=O)OCC[Si](C)(C)C)C=C1)OS(=O)(=O)C(F)(F)F)C ((Trimethylsilyl)ethyl (E)-4-(4-(6,6-dimethyl-2-(trifluromethanesulfonyl)oxycyclohex-1-enyl)but-3-en-1-yn-yl)benzoate). Reaction SMILES: [F:1][C:2]([F:15])([F:14])[S:3]([O:6]S(C(F)(F)F)(=O)=O)(=[O:5])=[O:4].[CH3:16][C:17]1([CH3:43])[CH2:22][CH2:21][CH2:20][C:19](=O)[CH:18]1/[CH:24]=[CH:25]/[C:26]#[C:27][C:28]1[CH:42]=[CH:41][C:31]([C:32]([O:34][CH2:35][CH2:36][Si:37]([CH3:40])([CH3:39])[CH3:38])=[O:33])=[CH:30][CH:29]=1.C(C1C=C(C)C=C(C(C)(C)C)N=1)(C)(C)C>ClCCl.C(OCC)(=O)C>[CH3:16][C:17]1([CH3:43])[C:18](/[CH:24]=[CH:25]/[C:26]#[C:27][C:28]2[CH:29]=[CH:30][C:31]([C:32]([O:34][CH2:35][CH2:36][Si:37]([CH3:38])([CH3:40])[CH3:39])=[O:33])=[CH:41][CH:42]=2)=[C:19]([O:6][S:3]([C:2]([F:15])([F:14])[F:1])(=[O:5])=[O:4])[CH2:20][CH2:21][CH2:22]1. Procedure: Trifluoromethanesulfonic anhydride (0.109 mL, 0.65 mmol) was added to a solution of (trimethylsilyl)ethyl (±)-(E)-4-(4-(2,2-dimethyl-6-oxocyclohexyl)but-3-en-1-ynyl)benzoate (Compound G, 150 mg, 0.38 mmol) and 2,6-di-tert-butyl-4-methylpyridine (DBMP, 218 mg, 1.06 mmol) in dichloromethane (4 mL). The flask was sealed with a plastic cap and stirred for 2 days at room temperature. The solution was diluted with ethyl acetate and washed with 10% aqueous H3PO4. The layers were separated and the aqueo...